Dataset: the Open Reaction Database (ORD), a public repository of structured organic reaction records. Task: describe an organic reaction: reactants, conditions, products, and yield Product: CC=CCN1C(=O)C(C(=O)CC)C(=O)N(c2ccccc2)C1=O. Starting materials: CCC(=O)Cl, O, CC=CCN1C(=O)CC(=O)N(c2ccccc2)C1=O, c1ccncc1. RXN SMILES: [C:20]([CH2:21][CH3:22])(=[O:23])[Cl:24].[OH2:25].[c:1]1([N:7]2[C:8](=[O:9])[N:10]([CH2:16][CH:17]=[CH:18][CH3:19])[C:11](=[O:12])[CH2:13][C:14]2=[O:15])[cH:2][cH:3][cH:4][cH:5][cH:6]1.[cH:26]1[cH:27][cH:28][n:29][cH:30][cH:31]1>>[c:1]1([N:7]2[C:8](=[O:9])[N:10]([CH2:16][CH:17]=[CH:18][CH3:19])[C:11](=[O:12])[CH:13]([C:20]([CH2:21][CH3:22])=[O:23])[C:14]2=[O:15])[cH:2][cH:3][cH:4][cH:5][cH:6]1. Starting materials: C(C)(C)(C)OC(=O)N1CCC(=CC1)C1=C2C(C(N(C2=CC=C1)CC1=CC(=CC=C1)F)=O)=O (4-[1-(3-Fluoro-benzyl)-2,3-dioxo-2,3-dihydro-1H-indol-4-yl]-3,6-dihydro-2H-pyridine-1-carboxylic acid tert-butyl ester). The solvent is NN (hydrazine), C(C)O (ethanol). The product is C(C)(C)(C)OC(=O)N1CCC(CC1)C1=C2CC(N(C2=CC=C1)CC1=CC(=CC=C1)F)=O (4-[1-(3-fluoro-benzyl)-2-oxo-2,3-dihydro-1H-indol-4-yl]-piperidine-1-carboxylic acid tert-butyl ester). The yield is 16.1%. RXN SMILES: [C:1]([O:5][C:6]([N:8]1[CH2:13][CH:12]=[C:11]([C:14]2[CH:22]=[CH:21][CH:20]=[C:19]3[C:15]=2[C:16](=O)[C:17](=[O:31])[N:18]3[CH2:23][C:24]2[CH:29]=[CH:28][CH:27]=[C:26]([F:30])[CH:25]=2)[CH2:10][CH2:9]1)=[O:7])([CH3:4])([CH3:3])[CH3:2]>NN.C(O)C>[C:1]([O:5][C:6]([N:8]1[CH2:9][CH2:10][CH:11]([C:14]2[CH:22]=[CH:21][CH:20]=[C:19]3[C:15]=2[CH2:16][C:17](=[O:31])[N:18]3[CH2:23][C:24]2[CH:29]=[CH:28][CH:27]=[C:26]([F:30])[CH:25]=2)[CH2:12][CH2:13]1)=[O:7])([CH3:4])([CH3:2])[CH3:3]. Procedure: 4-[1-(3-Fluoro-benzyl)-2,3-dioxo-2,3-dihydro-1H-indol-4-yl]-3,6-dihydro-2H-pyridine-1-carboxylic acid tert-butyl ester (930 mg) was dissolved in 17 ml each of hydrazine and ethanol, and the solution was heated at 110° C. for 16 hours. The reaction was cooled and partitioned between water and ethyl acetate, and the organic phase was dried over sodium sulfate and concentrated under reduced pressure. The residue was purified by chromatography to afford 146 mg of 4-[1-(3-fluoro-benzyl)-2-oxo-2,3-dih... Reactants: CC(C)C(=O)Nc1cccc(C2CCNCC2)c1, O=Cc1ccc(-c2csnn2)cc1. Yields the product CC(C)C(=O)Nc1cccc(C2CCN(Cc3ccc(-c4csnn4)cc3)CC2)c1. Reaction SMILES: [CH3:14][CH:15]([C:16](=[O:17])[NH:18][c:19]1[cH:20][c:21]([CH:25]2[CH2:26][CH2:27][NH:28][CH2:29][CH2:30]2)[cH:22][cH:23][cH:24]1)[CH3:31].[s:1]1[n:2][n:3][c:4](-[c:6]2[cH:7][cH:8][c:9]([CH:10]=[O:11])[cH:12][cH:13]2)[cH:5]1>>[s:1]1[n:2][n:3][c:4](-[c:6]2[cH:7][cH:8][c:9]([CH2:10][N:28]3[CH2:27][CH2:26][CH:25]([c:21]4[cH:20][c:19]([NH:18][C:16]([CH:15]([CH3:14])[CH3:31])=[O:17])[cH:24][cH:23][cH:22]4)[CH2:30][CH2:29]3)[cH:12][cH:13]2)[cH:5]1.